From a dataset of the Open Reaction Database (ORD), a public repository of structured organic reaction records. describe an organic reaction: reactants, conditions, products, and yield Reactants: CCOC(C)=O, O=c1cc(C(F)(F)F)[nH]c(=O)n1-c1cc(Oc2ccc([N+](=O)[O-])cc2C(F)(F)F)c(Cl)cc1F, [H][H]. Yields the product Nc1ccc(Oc2cc(-n3c(=O)cc(C(F)(F)F)[nH]c3=O)c(F)cc2Cl)c(C(F)(F)F)c1. As a reaction SMILES: [CH3:37][CH2:38][O:39][C:40](=[O:41])[CH3:42].[Cl:1][c:2]1[cH:3][c:4]([F:34])[c:5](-[n:22]2[c:23](=[O:33])[nH:24][c:25]([C:29]([F:30])([F:31])[F:32])[cH:26][c:27]2=[O:28])[cH:6][c:7]1[O:8][c:9]1[c:10]([C:18]([F:19])([F:20])[F:21])[cH:11][c:12]([N+:15]([O-:16])=[O:17])[cH:13][cH:14]1.[H:35][H:36]>>[Cl:1][c:2]1[cH:3][c:4]([F:34])[c:5](-[n:22]2[c:23](=[O:33])[nH:24][c:25]([C:29]([F:30])([F:31])[F:32])[cH:26][c:27]2=[O:28])[cH:6][c:7]1[O:8][c:9]1[c:10]([C:18]([F:19])([F:20])[F:21])[cH:11][c:12]([NH2:15])[cH:13][cH:14]1. Reactants: C1(CCCCC1)CBr (cyclohexylmethyl bromide), C(#N)C1=NC=CC=C1 (2-cyanopyridine), [BH4-].[Na+] (sodium borohydride), solution, [Mg] (magnesium). Reagents/catalysts: II (iodine). Run in CC(C)(C)OC (MTBE), CO (methanol), CC(C)(C)OC (MTBE), C(C)(C)(C)OC (t-butylmethyl ether). Yields the product N1=C(C=CC=C1)C(CC1CCCCC1)N (1-(R,S)-(2-pyridyl)-2-cyclohexylethylamine). Yield: 74.5%. As a reaction SMILES: [Mg].[CH:2]1([CH2:8]Br)[CH2:7][CH2:6][CH2:5][CH2:4][CH2:3]1.[C:10]([C:12]1[CH:17]=[CH:16][CH:15]=[CH:14][N:13]=1)#[N:11].[BH4-].[Na+]>C(OC)(C)(C)C.II.CO>[N:13]1[CH:14]=[CH:15][CH:16]=[CH:17][C:12]=1[CH:10]([NH2:11])[CH2:8][CH:2]1[CH2:7][CH2:6][CH2:5][CH2:4][CH2:3]1 |f:3.4|. Procedure details: To a refluxed stirred mixture of 1.34 kg (55.8 moles) of magnesium in 6 L of t-butylmethyl ether (MTBE) and 4 g (0.016 moles) of iodine, a solution of 10 kg (55.9 moles) cyclohexylmethyl bromide in 22 L (MTBE) was added slowly. After approximately 10% to 25% of the solution was added, heating was discontinued and the remainder of the solution was added at a rate to maintain refluxing temperature. After the addition, the reaction was refluxed for an additional 24 hrs, then cooled to 0° to 5° C. a... Starting materials: OC(CO)C=1C=C2C(=CC=NC2=CC1OC)OCCN1N=C(C=CC1=O)C=1C=C(C=CC1)CNC(OC(C)(C)C)=O (tert-butyl (3-(1-(2-(6-(1,2-dihydroxyethyl)-7-methoxyquinolin-4-yloxy)ethyl)-6-oxo-1,6-dihydropyridazin-3-yl)phenyl)methylcarbamate), C1CCOC1 (THF), CO (MeOH), NaIO4. Solvent: [O-]S(=O)[O-].[Na+].[Na+] (Na2SO3), C(Cl)Cl (CH2Cl2), CS(=O)C (DMSO), O (H2O). Run at time 5 hour. Yields the product C(=O)C=1C=C2C(=CC=NC2=CC1OC)OCCN1N=C(C=CC1=O)C=1C=C(C=CC1)CNC(OC(C)(C)C)=O (tert-Butyl (3-(1-(2-(6-formyl-7-methoxyquinolin-4-yloxy)ethyl)-6-oxo-1,6-dihydropyridazin-3-yl)phenyl)methylcarbamate). Reaction SMILES: [OH:1][CH:2]([C:5]1[CH:6]=[C:7]2[C:12](=[CH:13][C:14]=1[O:15][CH3:16])[N:11]=[CH:10][CH:9]=[C:8]2[O:17][CH2:18][CH2:19][N:20]1[C:25](=[O:26])[CH:24]=[CH:23][C:22]([C:27]2[CH:28]=[C:29]([CH2:33][NH:34][C:35](=[O:41])[O:36][C:37]([CH3:40])([CH3:39])[CH3:38])[CH:30]=[CH:31][CH:32]=2)=[N:21]1)CO.C1COCC1.CO>CS(C)=O.O.[O-]S([O-])=O.[Na+].[Na+].C(Cl)Cl>[CH:2]([C:5]1[CH:6]=[C:7]2[C:12](=[CH:13][C:14]=1[O:15][CH3:16])[N:11]=[CH:10][CH:9]=[C:8]2[O:17][CH2:18][CH2:19][N:20]1[C:25](=[O:26])[CH:24]=[CH:23][C:22]([C:27]2[CH:28]=[C:29]([CH2:33][NH:34][C:35](=[O:41])[O:36][C:37]([CH3:39])([CH3:38])[CH3:40])[CH:30]=[CH:31][CH:32]=2)=[N:21]1)=[O:1] |f:5.6.7|. Procedure details: To a solution of tert-butyl (3-(1-(2-(6-(1,2-dihydroxyethyl)-7-methoxyquinolin-4-yloxy)ethyl)-6-oxo-1,6-dihydropyridazin-3-yl)phenyl)methylcarbamate (30 mg, 53 μmol) in DMSO (0.5 mL)-THF (1 mL)-MeOH (1 mL) was added a solution of NaIO4 (80 mg, 374 μmol) in H2O (0.5 mL). After 5 h, the mixture was diluted with aqueous Na2SO3 (2 mL) and CH2Cl2 (5 mL). The organic layer was separated, the aqueous was extracted with CH2Cl2 (3×5 mL). The combined organic phase was dried over MgSO4, concentrated, and ... The reactants are C([O-])(O)=O.[Na+] (sodium bicarbonate), ClC1=C(C=NC2=CN=C(C=C12)F)C#N (4-chloro-6-fluoro-[1.7]naphthyridine-3-carbonitrile), OC=1C=C(N)C=CC1C (3-hydroxy-4-methylaniline). Run in [Cl-].[Na+].O (brine), C(C)O (ethanol). Product: FC=1C=C2C(=C(C=NC2=CN1)C#N)NC1=CC(=C(C=C1)C)O (6-fluoro-4-(3-hydroxy-4-methyl-phenylamino)-[1.7]naphthyridine-3-carbonitrile). Yield: 89.4%. As a reaction SMILES: Cl[C:2]1[C:11]2[C:6](=[CH:7][N:8]=[C:9]([F:12])[CH:10]=2)[N:5]=[CH:4][C:3]=1[C:13]#[N:14].[OH:15][C:16]1[CH:17]=[C:18]([CH:20]=[CH:21][C:22]=1[CH3:23])[NH2:19].C(=O)(O)[O-].[Na+]>C(O)C.[Cl-].[Na+].O>[F:12][C:9]1[CH:10]=[C:11]2[C:6](=[CH:7][N:8]=1)[N:5]=[CH:4][C:3]([C:13]#[N:14])=[C:2]2[NH:19][C:18]1[CH:20]=[CH:21][C:22]([CH3:23])=[C:16]([OH:15])[CH:17]=1 |f:2.3,5.6.7|. Procedure: To 1.5 g of 4-chloro-6-fluoro-[1.7]naphthyridine-3-carbonitrile in 40 mL of absolute ethanol was added 1.1 g of 3-hydroxy-4-methylaniline. After stirring the reaction under an inert atmosphere for 16 hours, the reaction mixture was poured into a mixture of brine and saturated aqueous sodium bicarbonate and the resultant crystals were filtered and washed with water. The product was then recrystallized from chloroform/ether/hexanes. Drying in vacuo yielded 1.9 g (90%) of 6-fluoro-4-(3-hydroxy-4-me... Starting materials: [OH-].[Na+] (sodium hydroxide), OO (H2O2), C(C1=CC=CC=C1)N1C(C2C3(C=CC(C2C1=O)CC3)C#N)=O (4benzyl-1-cyano-4-azatricyclo[5.2.2.02,6 ]undec-8-ene-3,5-dione). The reagents and catalysts are S(=O)(=O)(O)[O-].C(CCC)[N+](CCCC)(CCCC)CCCC (tetrabutylammonium hydrogen sulphate). Solvent: C(Cl)Cl (methylene chloride), C(Cl)Cl (methylene chloride). Conditions: temperature 0 celsius, time 30 minute. The product is C(C1=CC=CC=C1)N1C(C2C3(C=CC(C2C1=O)CC3)C(=O)N)=O (4-Benzyl-4-azatricyclo[5.2.2.02,6 ]undec-8-ene-3,5-dione-1-carboxamide). As a reaction SMILES: [CH2:1]([N:8]1[C:16](=[O:17])[CH:15]2[CH:10]([C:11]3([C:20]#[N:21])[CH2:19][CH2:18][CH:14]2[CH:13]=[CH:12]3)[C:9]1=[O:22])[C:2]1[CH:7]=[CH:6][CH:5]=[CH:4][CH:3]=1.[OH-:23].[Na+].OO>C(Cl)Cl.S([O-])(O)(=O)=O.C([N+](CCCC)(CCCC)CCCC)CCC>[CH2:1]([N:8]1[C:16](=[O:17])[CH:15]2[CH:10]([C:11]3([C:20]([NH2:21])=[O:23])[CH2:19][CH2:18][CH:14]2[CH:13]=[CH:12]3)[C:9]1=[O:22])[C:2]1[CH:7]=[CH:6][CH:5]=[CH:4][CH:3]=1 |f:1.2,5.6|. Reported procedure: 14.5 g (50 mmol) of 4benzyl-1-cyano-4-azatricyclo[5.2.2.02,6 ]undec-8-ene-3,5-dione are dissolved in 25 ml of methylene chloride, 2.5 g of tetrabutylammonium hydrogen sulphate and 17.5 ml of 20% strength sodium hydroxide solution are added, and 24 ml of 30% strength H2O2 are added dropwise at 0° C. The mixture is stirred at 0° C. for 30 minutes and then overnight at room temperature and diluted with methylene chloride, and the organic phase is separated off and washed with sodium chloride soluti... Reaction SMILES: [Cl:1][C:2]1[CH:7]=[CH:6][C:5]([NH:8][C:9](=[O:23])[C:10]2[CH:15]=[CH:14][C:13]([N:16]3[CH2:21][CH2:20][NH:19][CH2:18][CH2:17]3)=[N:12][C:11]=2[CH3:22])=[CH:4][C:3]=1[C:24]1[CH:29]=[CH:28][CH:27]=[CH:26][N:25]=1.[C:30](O)(=[O:33])[CH2:31][OH:32]>>[Cl:1][C:2]1[CH:7]=[CH:6][C:5]([NH:8][C:9](=[O:23])[C:10]2[CH:15]=[CH:14][C:13]([N:16]3[CH2:21][CH2:20][N:19]([C:31](=[O:32])[CH2:30][OH:33])[CH2:18][CH2:17]3)=[N:12][C:11]=2[CH3:22])=[CH:4][C:3]=1[C:24]1[CH:29]=[CH:28][CH:27]=[CH:26][N:25]=1. Procedure: 100 mg of N-(4-chloro-3-(pyridin-2-yl)phenyl)-2-methyl-6-(piperazin-1-yl)nicotinamide was coupled to glycolic acid via Procedure G. The product was purified on reverse phase HPLC to yield N-(4-chloro-3-(pyridin-2-yl)phenyl)-6-(4-(2-hydroxyacetyl)piperazin-1-yl)-2-methylnicotinamide. MS (Q1) 466.3 (M)+. Reactants: ClC1=C(C=C(C=C1)NC(C1=C(N=C(C=C1)N1CCNCC1)C)=O)C1=NC=CC=C1 (N-(4-chloro-3-(pyridin-2-yl)phenyl)-2-methyl-6-(piperazin-1-yl)nicotinamide), C(CO)(=O)O (glycolic acid). Product: ClC1=C(C=C(C=C1)NC(C1=C(N=C(C=C1)N1CCN(CC1)C(CO)=O)C)=O)C1=NC=CC=C1 (N-(4-chloro-3-(pyridin-2-yl)phenyl)-6-(4-(2-hydroxyacetyl)piperazin-1-yl)-2-methylnicotinamide). Starting materials: NC1=C(C(=NC(=C1F)C1=CC=C(C=C1)[N+](=O)[O-])C(=O)OC)Cl (methyl 4-amino-3-chloro-5-fluoro-6-(4-nitrophenyl)picolinate), [OH-].[Na+] (sodium hydroxide). Solvent: CO (methanol). Run at time 24 hour. Yields the product NC1=C(C(=NC(=C1F)C1=CC=C(C=C1)[N+](=O)[O-])C(=O)O)Cl (4-amino-3-chloro-5-fluoro-6-(4-nitrophenyl)picolinic acid). Yield: 99.8%. RXN SMILES: [NH2:1][C:2]1[C:7]([F:8])=[C:6]([C:9]2[CH:14]=[CH:13][C:12]([N+:15]([O-:17])=[O:16])=[CH:11][CH:10]=2)[N:5]=[C:4]([C:18]([O:20]C)=[O:19])[C:3]=1[Cl:22].[OH-].[Na+]>CO>[NH2:1][C:2]1[C:7]([F:8])=[C:6]([C:9]2[CH:14]=[CH:13][C:12]([N+:15]([O-:17])=[O:16])=[CH:11][CH:10]=2)[N:5]=[C:4]([C:18]([OH:20])=[O:19])[C:3]=1[Cl:22] |f:1.2|. Procedure details: To a solution of methyl 4-amino-3-chloro-5-fluoro-6-(4-nitrophenyl)picolinate (88 mg, 0.27 mmol) in methanol (MeOH; 3 mL) was added 1 Normal (N) aqueous sodium hydroxide solution (NaOH; 3 mL, 3 mmol). The reaction mixture was stirred for 24 hours (h) at ambient temperature. The solution was then concentrated and acidified with 2 N aqueous hydrochloric acid (HCl) solution. The desired product precipitated out of solution, was collected in a Buchner funnel, and allowed to dry overnight to afford a...